The task is: describe an organic reaction: reactants, conditions, products, and yield. This data is from the Open Reaction Database (ORD), a public repository of structured organic reaction records. Starting materials: CCO, CC(C(=O)N1CCCC(NC(=O)OCc2ccccc2)C1)N1CCC(NS(=O)(=O)c2ccc3cc(Cl)ccc3c2)C1=O, [H][H]. The product is CC(C(=O)N1CCCC(NC(=O)OCc2ccccc2)C1)N1CCC(NS(=O)(=O)c2ccc3ccccc3c2)C1=O. As a reaction SMILES: [CH3:45][CH2:46][OH:47].[Cl:1][c:2]1[cH:3][c:4]2[cH:5][cH:6][c:7]([S:12](=[O:13])(=[O:14])[NH:15][CH:16]3[C:17](=[O:42])[N:18]([CH:21]([C:22](=[O:23])[N:24]4[CH2:25][CH:26]([NH:30][C:31]([O:32][CH2:33][c:34]5[cH:35][cH:36][cH:37][cH:38][cH:39]5)=[O:40])[CH2:27][CH2:28][CH2:29]4)[CH3:41])[CH2:19][CH2:20]3)[cH:8][c:9]2[cH:10][cH:11]1.[H:43][H:44]>>[cH:2]1[cH:3][c:4]2[cH:5][cH:6][c:7]([S:12](=[O:13])(=[O:14])[NH:15][CH:16]3[C:17](=[O:42])[N:18]([CH:21]([C:22](=[O:23])[N:24]4[CH2:25][CH:26]([NH:30][C:31]([O:32][CH2:33][c:34]5[cH:35][cH:36][cH:37][cH:38][cH:39]5)=[O:40])[CH2:27][CH2:28][CH2:29]4)[CH3:41])[CH2:19][CH2:20]3)[cH:8][c:9]2[cH:10][cH:11]1. Starting materials: CC=1C(=C(C(=C(O)C1)C)C)O (Trimethylhydroquinone), ClCC=C(CCCC(CCCC(CCCC(C)(C)Cl)(C)Cl)(C)Cl)C (1,7,11,15-tetrachloro-3,7,11,15-tetramethyl-hexadec-2-ene), CCCCCC (hexane), O (water). The reagents and catalysts are [Cl-].[Zn+2].[Cl-] (zinc chloride). Run in C(C)(=O)O (acetic acid), C(C)(=O)O (acetic acid). Conditions: temperature 30 celsius, time 2 hour. The product is CC1(OC2=C(C(=C(C(=C2CC1)C)O)C)C)CCCC(CCCC(CCCC(C)(C)Cl)(C)Cl)(C)Cl (2,5,7,8-tetramethyl-2-(4',8',12'-trichloro-4',8',12'-trimethyl-tridecyl)-chroman-6-ol). The yield is 50.9%. RXN SMILES: [CH3:1][C:2]1[C:3]([OH:11])=[C:4]([CH3:10])[C:5]([CH3:9])=[C:6]([CH:8]=1)[OH:7].Cl[CH2:13][CH:14]=[C:15]([CH3:35])[CH2:16][CH2:17][CH2:18][C:19]([Cl:34])([CH3:33])[CH2:20][CH2:21][CH2:22][C:23]([Cl:32])([CH3:31])[CH2:24][CH2:25][CH2:26][C:27]([Cl:30])([CH3:29])[CH3:28].CCCCCC.O>C(O)(=O)C.[Cl-].[Zn+2].[Cl-]>[CH3:35][C:15]1([CH2:16][CH2:17][CH2:18][C:19]([Cl:34])([CH3:33])[CH2:20][CH2:21][CH2:22][C:23]([Cl:32])([CH3:31])[CH2:24][CH2:25][CH2:26][C:27]([Cl:30])([CH3:29])[CH3:28])[CH2:14][CH2:13][C:8]2[C:6](=[C:5]([CH3:9])[C:4]([CH3:10])=[C:3]([OH:11])[C:2]=2[CH3:1])[O:7]1 |f:5.6.7|. Procedure details: Trimethylhydroquinone (8.4 g), 1,7,11,15-tetrachloro-3,7,11,15-tetramethyl-hexadec-2-ene (22 g) and acetic acid (30 cc) are introduced into a 250 cc reactor. A solution of zinc chloride (1.5 g) in anhydrous acetic acid (15 cc) is then added in the course of 10 minutes. The temperature rises from 25° to 30° C. The reaction mixture is stirred for 2 hours at 30° C. and is then poured into a mixture of hexane (100 cc) and water (100 cc). The organic phase is separated by decanting and washed with a ... The reactants are solution, C(#C)[Mg]Cl (ethynylmagnesium chloride), C(C)(=O)OCC (ethyl acetate), N1=C(C=NC=C1)C(C)=O (1-pyrazin-2-ylethanone). Run in O1CCCC1 (tetrahydrofuran), O1CCCC1 (tetrahydrofuran). Run at temperature 0 celsius, time 4 hour. Product: N1=C(C=NC=C1)C(C)(C#C)O ((±)-2-Pyrazin-2-ylbut-3-yn-2-ol), oil. Isolated yield 80.0%. As a reaction SMILES: [C:1]([Mg]Cl)#[CH:2].[N:5]1[CH:10]=[CH:9][N:8]=[CH:7][C:6]=1[C:11](=[O:13])[CH3:12].C(OCC)(=O)C>O1CCCC1>[N:5]1[CH:10]=[CH:9][N:8]=[CH:7][C:6]=1[C:11]([OH:13])([C:1]#[CH:2])[CH3:12]. Procedure: A 0.5 M solution of ethynylmagnesium chloride in tetrahydrofuran (31.90 mmol, Aldrich) is diluted with 50 ml of tetrahydrofuran and then cooled to 0° C. 3 g of 1-pyrazin-2-ylethanone (24.56 mmol, Lancaster) are then added in several fractions, and the mixture is stirred at 0° C. for 4 hours. The mixture is cooled once again with an ice bath and a solution of NH4Claq is added slowly. The mixture is extracted twice with ethyl acetate and the organic phases are then combined, dried over sodium sulp... The reactants are C(CC)(OCC)(OCC)OCC (triethyl orthopropionate), N1=CC=CC=C1 (pyridine), BrBr (bromine). Run in C(Cl)(Cl)(Cl)Cl (carbon tetrachloride). Reaction conditions: time 1 day. Yields the product C(C)OC(C(C)Br)(OCC)OCC (1,1,1-triethoxy-2-bromopropane). The yield is 80.7%. RXN SMILES: [C:1]([O:10][CH2:11][CH3:12])([O:7][CH2:8][CH3:9])([O:4][CH2:5][CH3:6])[CH2:2][CH3:3].N1C=CC=CC=1.[Br:19]Br>C(Cl)(Cl)(Cl)Cl>[CH2:11]([O:10][C:1]([O:4][CH2:5][CH3:6])([O:7][CH2:8][CH3:9])[CH:2]([Br:19])[CH3:3])[CH3:12]. Procedure details: A solution of 176 g (1 mole) of triethyl orthopropionate and 96 g (1.2 moles) of pyridine in 1 l of carbon tetrachloride was placed in a 2 l flask and 160 g (1 mole) of bromine was slowly added over two hours to the solution under ice-cooling. The resultant reaction mixture was allowed to stand at room temperature for one day to form a precipitate, which was then filtered off. The filtrate was concentrated by evaporation of the solvent and the residue was subjected to distillation under reduced ... Reactants: C1CCOC1, [H-], O=[N+]([O-])c1cc(S(=O)(=O)C(F)(F)F)ccc1Cl, [Na+], CCOC(=O)c1cc(O)c(C(=O)OCC)cc1O. The product is CCOC(=O)c1cc(Oc2ccc(S(=O)(=O)C(F)(F)F)cc2[N+](=O)[O-])c(C(=O)OCC)cc1O. Reaction SMILES: [CH2:38]1[O:39][CH2:40][CH2:41][CH2:42]1.[H-:19].[N+:21](=[O:22])([O-:23])[c:24]1[c:25]([Cl:37])[cH:26][cH:27][c:28]([S:30](=[O:31])(=[O:32])[C:33]([F:34])([F:35])[F:36])[cH:29]1.[Na+:20].[OH:1][c:2]1[c:3]([C:4](=[O:5])[O:6][CH2:7][CH3:8])[cH:9][c:10]([OH:18])[c:11]([C:13](=[O:14])[O:15][CH2:16][CH3:17])[cH:12]1>>[O:1]([c:2]1[c:3]([C:4](=[O:5])[O:6][CH2:7][CH3:8])[cH:9][c:10]([OH:18])[c:11]([C:13](=[O:14])[O:15][CH2:16][CH3:17])[cH:12]1)[c:25]1[c:24]([N+:21](=[O:22])[O-:23])[cH:29][c:28]([S:30](=[O:31])(=[O:32])[C:33]([F:34])([F:35])[F:36])[cH:27][cH:26]1.